This data is from the Open Reaction Database (ORD), a public repository of structured organic reaction records. The task is: describe an organic reaction: reactants, conditions, products, and yield Starting materials: C(#N)CC1=C(C(=O)O)C=CC=C1 (2-cyanomethyl-benzoic acid), COC(N(C)C)OC (dimethylformamide dimethylacetal). The solvent is C(Cl)Cl (CH2Cl2). Run at time 38 hour. Yields the product COC(C1=C(C=CC=C1)CC#N)=O (2-Cyanomethyl-benzoic Acid Methyl Ester). RXN SMILES: [C:1]([CH2:3][C:4]1[CH:12]=[CH:11][CH:10]=[CH:9][C:5]=1[C:6]([OH:8])=[O:7])#[N:2].[CH3:13]OC(OC)N(C)C>C(Cl)Cl>[CH3:13][O:7][C:6](=[O:8])[C:5]1[CH:9]=[CH:10][CH:11]=[CH:12][C:4]=1[CH2:3][C:1]#[N:2]. Procedure: With gentle heating, 175 g (1.08 mol) of 2-cyanomethyl-benzoic acid (for preparation see: Org. Synthesis, Coll, Vol. 3,174) are dissolved in 1.7 liters of CH2Cl2; 242 ml (=90%, 1.6 mol) of dimethylformamide dimethylacetal are added dropwise at room temperature, and stirring is carried out for 38 hours to complete the reaction. The reaction mixture is washed with 2×1.2 liters of saturated NaHCO3 solution and brine. The aqueous phases are extracted using 2 portions of CH2Cl2, and the organic phase...